This data is from the Open Reaction Database (ORD), a public repository of structured organic reaction records. The task is: describe an organic reaction: reactants, conditions, products, and yield The reactants are OC1=C(C=O)C=CC=C1C (2-Hydroxy-3-methyl benzaldehyde), C(C)(=O)[O-].[Na+] (Sodium acetate), C(C)(=O)OC(C)=O (Acetic anhydride), O (water). Run in CCCCCC (Hexane). Reaction conditions: temperature 177.5 celsius. Yields the product CC=1C=CC=C2C=CC(OC12)=O (8-Methyl coumarin). The yield is 53.9%. RXN SMILES: [OH:1][C:2]1[C:9]([CH3:10])=[CH:8][CH:7]=[CH:6][C:3]=1[CH:4]=O.[C:11]([O-])(=[O:13])[CH3:12].[Na+].C(OC(=O)C)(=O)C.O>CCCCCC>[CH3:10][C:9]1[CH:8]=[CH:7][CH:6]=[C:3]2[C:2]=1[O:1][C:11](=[O:13])[CH:12]=[CH:4]2 |f:1.2|. Procedure: The suspension of 2-Hydroxy-3-methyl benzaldehyde (30 gm, 0.220 mole) and anhydrous Sodium acetate (45 gm, 0.55 mole) in Acetic anhydride (45 gm, 0.44 mole) was heated at 175-180° C. for 6 hours. The reaction mixture was cooled; water (150 ml) and Hexane (60 ml) were added. It was stirred for an hour and filtered. The obtained solid was stirred with Diethyl ether (30 ml). Finally the suspension was filtered and dried to give 19 gm desired product. The reactants are TEA, C(C)(C)C1=NC=CC(=N1)C=O (2-isopropylpyrimidine-4-carbaldehyde), C(=O)[O-].[NH4+] (Ammonium formate). Solvent: [N+](=O)([O-])C (nitromethane). Reaction conditions: time 1 hour. Product: NCC(O)C1=NC(=NC=C1)C(C)C (2-amino-1-(2-isopropylpyrimidin-4-yl)ethanol). The yield is 51.7%. Reaction SMILES: [CH:1]([C:4]1[N:9]=[C:8]([CH:10]=[O:11])[CH:7]=[CH:6][N:5]=1)([CH3:3])[CH3:2].[CH:12]([O-])=O.[NH4+:15]>[N+](C)([O-])=O>[NH2:15][CH2:12][CH:10]([C:8]1[CH:7]=[CH:6][N:5]=[C:4]([CH:1]([CH3:3])[CH3:2])[N:9]=1)[OH:11] |f:1.2|. Reported procedure: In a 100 mL round-bottomed flask, 2-isopropylpyrimidine-4-carbaldehyde (865 mg, 5.76 mmol) was combined with nitromethane (7.00 ml) to give a colorless solution. TEA (583 mg, 803 μl, 5.76 mmol) was added. The reaction mixture was stirred at room temperature for 1 h. Complete by LCMS. The reaction mixture was concentrated in vacuo, kept on the vacuum pump for 30 min. and used as is immediately. The resulting yellow oil was taken up in 20 mL of THF and 20 mL of methanol and placed under a nitrogen...